describe an organic reaction: reactants, conditions, products, and yield From a dataset of the Open Reaction Database (ORD), a public repository of structured organic reaction records. Starting materials: OCCP(OC)(OC)=O (dimethyl 2-hydroxyethylphosphonate), ClCCS(=O)(=O)Cl (2-chloroethylsulfonyl chloride). The solvent is N1=CC=CC=C1 (pyridine). Yields the product C(=C)S(=O)(=O)OCCP(OC)(OC)=O (Dimethyl 2-vinylsulfonyloxyethylphosphonate). As a reaction SMILES: [OH:1][CH2:2][CH2:3][P:4](=[O:9])([O:7][CH3:8])[O:5][CH3:6].Cl[CH2:11][CH2:12][S:13](Cl)(=[O:15])=[O:14]>N1C=CC=CC=1>[CH:12]([S:13]([O:1][CH2:2][CH2:3][P:4](=[O:9])([O:7][CH3:8])[O:5][CH3:6])(=[O:15])=[O:14])=[CH2:11]. Procedure details: Dimethyl 2-vinylsulfonyloxyethylphosphonate was prepared in the same way as in Example 1 from 3.8 g of dimethyl 2-hydroxyethylphosphonate, 1.9 g of pyridine and 4.0 g of 2-chloroethylsulfonyl chloride. The yield was 20 mol%. The NMR spectrum (CDCl3) of this product was as follows: The reactants are O=C1CCC(=O)N1Cl, C1CCOC1, O, O=C(Nc1nccs1)c1nc(-c2ccc([N+](=O)[O-])cc2)[nH]c1-c1ccc(CO)cc1, c1ccc(P(c2ccccc2)c2ccccc2)cc1. The product is O=C(Nc1nccs1)c1nc(-c2ccc([N+](=O)[O-])cc2)[nH]c1-c1ccc(CCl)cc1. Reaction SMILES: [Cl:50][N:51]1[C:52](=[O:53])[CH2:54][CH2:55][C:56]1=[O:57].[O:59]1[CH2:60][CH2:61][CH2:62][CH2:63]1.[OH2:58].[OH:1][CH2:2][c:3]1[cH:4][cH:5][c:6](-[c:9]2[c:10]([C:23](=[O:24])[NH:25][c:26]3[s:27][cH:28][cH:29][n:30]3)[n:11][c:12](-[c:14]3[cH:15][cH:16][c:17]([N+:20](=[O:21])[O-:22])[cH:18][cH:19]3)[nH:13]2)[cH:7][cH:8]1.[c:31]1([P:32]([c:33]2[cH:34][cH:35][cH:36][cH:37][cH:38]2)[c:39]2[cH:40][cH:41][cH:42][cH:43][cH:44]2)[cH:45][cH:46][cH:47][cH:48][cH:49]1>>[CH2:2]([c:3]1[cH:4][cH:5][c:6](-[c:9]2[c:10]([C:23](=[O:24])[NH:25][c:26]3[s:27][cH:28][cH:29][n:30]3)[n:11][c:12](-[c:14]3[cH:15][cH:16][c:17]([N+:20](=[O:21])[O-:22])[cH:18][cH:19]3)[nH:13]2)[cH:7][cH:8]1)[Cl:50]. Starting materials: CCc1ccc(CC(NC(=O)N2CCC(N3CCc4ccccc4NC3=O)CC2)C(=O)O)cc1CC, FC1(F)CCN(C2CCNCC2)CC1. Yields the product CCc1ccc(CC(NC(=O)N2CCC(N3CCc4ccccc4NC3=O)CC2)C(=O)N2CCC(N3CCC(F)(F)CC3)CC2)cc1CC. RXN SMILES: [CH2:1]([CH3:2])[c:3]1[cH:4][c:5]([CH2:11][CH:12]([C:13](=[O:14])[OH:15])[NH:16][C:17](=[O:18])[N:19]2[CH2:20][CH2:21][CH:22]([N:25]3[C:26](=[O:36])[NH:27][c:28]4[c:29]([cH:32][cH:33][cH:34][cH:35]4)[CH2:30][CH2:31]3)[CH2:23][CH2:24]2)[cH:6][cH:7][c:8]1[CH2:9][CH3:10].[F:37][C:38]1([F:50])[CH2:39][CH2:40][N:41]([CH:44]2[CH2:45][CH2:46][NH:47][CH2:48][CH2:49]2)[CH2:42][CH2:43]1>>[CH2:1]([CH3:2])[c:3]1[cH:4][c:5]([CH2:11][CH:12]([C:13](=[O:15])[N:47]2[CH2:46][CH2:45][CH:44]([N:41]3[CH2:40][CH2:39][C:38]([F:37])([F:50])[CH2:43][CH2:42]3)[CH2:49][CH2:48]2)[NH:16][C:17](=[O:18])[N:19]2[CH2:20][CH2:21][CH:22]([N:25]3[C:26](=[O:36])[NH:27][c:28]4[c:29]([cH:32][cH:33][cH:34][cH:35]4)[CH2:30][CH2:31]3)[CH2:23][CH2:24]2)[cH:6][cH:7][c:8]1[CH2:9][CH3:10]. Reactants: CO, [K+], [OH-], O, COC(=O)c1c2n(c3ccccc13)CCC=C2. Product: O=C(O)c1c2n(c3ccccc13)CCC=C2. As a reaction SMILES: [CH3:20][OH:21].[K+:19].[OH-:18].[OH2:22].[cH:1]1[c:2]2[c:3]([C:14](=[O:15])[O:16][CH3:17])[c:4]3[n:5]([c:6]2[cH:7][cH:8][cH:9]1)[CH2:10][CH2:11][CH:12]=[CH:13]3>>[cH:1]1[c:2]2[c:3]([C:14](=[O:15])[OH:16])[c:4]3[n:5]([c:6]2[cH:7][cH:8][cH:9]1)[CH2:10][CH2:11][CH:12]=[CH:13]3. The reactants are C(C)OC(=O)CC(=O)N1CCCCC1 (1-[(ethoxycarbonyl)acetyl]piperidine), P12(=S)SP3(=S)SP(=S)(S1)SP(=S)(S2)S3 (phosphorus pentasulfide). Solvent: C1(=CC=CC=C1)C (toluene). Reaction conditions: time 96 hour. Product: S=C1CN(CCC1)CCC(=O)OCC (ethyl 3-thioxo-N-piperidinepropionate). Reaction SMILES: [CH2:1]([O:3][C:4]([CH2:6][C:7]([N:9]1[CH2:14][CH2:13][CH2:12][CH2:11][CH2:10]1)=O)=[O:5])[CH3:2].P12(SP3(SP(SP(S3)(S1)=S)(=S)S2)=S)=[S:16]>C1(C)C=CC=CC=1>[S:16]=[C:11]1[CH2:12][CH2:13][CH2:14][N:9]([CH2:7][CH2:6][C:4]([O:3][CH2:1][CH3:2])=[O:5])[CH2:10]1. Procedure details: A mixture of 1-[(ethoxycarbonyl)acetyl]piperidine, 131 g of phosphorus pentasulfide and one liter of toluene was stirred for 96 hours. The solvent was decanted and saved. The gum was washed with 250 ml of toluene. The toluene solutions were combined and concentrated in vacuo. The residue was dissolved in dichloromethane and percolated through a bed of hydrous magnesium silicate, washing with the same solvent. The filtrate and wash were combined and concentrated in vacuo, giving 92 g of ethyl 3-t... The reactants are C#Cc1cc(OC(F)(F)F)cc2c1OC(C(F)(F)F)C(C(=O)OCC)=C2, CCO. Product: CCOC(=O)C1=Cc2cc(OC(F)(F)F)cc(CC)c2OC1C(F)(F)F. Reaction SMILES: [C:1](#[CH:2])[c:3]1[cH:4][c:5]([O:22][C:23]([F:24])([F:25])[F:26])[cH:6][c:7]2[c:12]1[O:11][CH:10]([C:13]([F:14])([F:15])[F:16])[C:9]([C:17](=[O:18])[O:19][CH2:20][CH3:21])=[CH:8]2.[CH3:27][CH2:28][OH:29]>>[CH2:1]([CH3:2])[c:3]1[cH:4][c:5]([O:22][C:23]([F:24])([F:25])[F:26])[cH:6][c:7]2[c:12]1[O:11][CH:10]([C:13]([F:14])([F:15])[F:16])[C:9]([C:17](=[O:18])[O:19][CH2:20][CH3:21])=[CH:8]2. The reactants are FC=1C=C(C=CC1F)C1=NC=2N(C(=C1)C(F)(F)F)N=CC2C(=O)O (5-(3,4-difluoro-phenyl)-7-trifluoromethyl-pyrazolo[1,5-a]pyrimidine-3-carboxylic acid), S(N)(=O)(=O)C=1C=C(C=CC1)N (3-sulfamoyl-phenylamine). The product is S(N)(=O)(=O)C=1C=C(C=CC1)NC(=O)C=1C=NN2C1N=C(C=C2C(F)(F)F)C2=CC(=C(C=C2)F)F (5-(3,4-Difluoro-phenyl)-7-trifluoromethyl-pyrazolo[1,5-a]pyrimidine-3-carboxylic acid(3-sulfamoyl-phenyl)-amide). RXN SMILES: [F:1][C:2]1[CH:3]=[C:4]([C:9]2[CH:14]=[C:13]([C:15]([F:18])([F:17])[F:16])[N:12]3[N:19]=[CH:20][C:21]([C:22](O)=[O:23])=[C:11]3[N:10]=2)[CH:5]=[CH:6][C:7]=1[F:8].[S:25]([C:29]1[CH:30]=[C:31]([NH2:35])[CH:32]=[CH:33][CH:34]=1)(=[O:28])(=[O:27])[NH2:26]>>[S:25]([C:29]1[CH:30]=[C:31]([NH:35][C:22]([C:21]2[CH:20]=[N:19][N:12]3[C:13]([C:15]([F:17])([F:18])[F:16])=[CH:14][C:9]([C:4]4[CH:5]=[CH:6][C:7]([F:8])=[C:2]([F:1])[CH:3]=4)=[N:10][C:11]=23)=[O:23])[CH:32]=[CH:33][CH:34]=1)(=[O:27])(=[O:28])[NH2:26]. Procedure: The title compound was prepared from 5-(3,4-difluoro-phenyl)-7-trifluoromethyl-pyrazolo[1,5-a]pyrimidine-3-carboxylic acid (example C.21) and 3-sulfamoyl-phenylamine [commercially available] according to general procedure II. Yellow solid. MS (ISP) 498.2 [(M+H)+]; mp 275° C. Starting materials: C1CCOC1, CS(=O)(=O)Cl, Nc1nc2c(ccn2CCO)c2nc(-c3ccco3)nn12, c1ccncc1. Product: CS(=O)(=O)OCCn1ccc2c1nc(N)n1nc(-c3ccco3)nc21. As a reaction SMILES: [CH2:33]1[O:34][CH2:35][CH2:36][CH2:37]1.[CH3:28][S:29]([Cl:30])(=[O:31])=[O:32].[NH2:1][c:2]1[n:3][c:4]2[c:5]([c:6]3[n:7]1[n:8][c:9](-[c:11]1[o:12][cH:13][cH:14][cH:15]1)[n:10]3)[cH:16][cH:17][n:18]2[CH2:19][CH2:20][OH:21].[cH:22]1[cH:23][cH:24][n:25][cH:26][cH:27]1>>[NH2:1][c:2]1[n:3][c:4]2[c:5]([c:6]3[n:7]1[n:8][c:9](-[c:11]1[o:12][cH:13][cH:14][cH:15]1)[n:10]3)[cH:16][cH:17][n:18]2[CH2:19][CH2:20][O:21][S:29]([CH3:28])(=[O:31])=[O:32]. Reactants: COCCOC, O=Cc1ccc(B(O)O)cc1, CNc1c(-c2ccccc2)c(Cl)nc2nccn12, ClCCl, [Na+], [Na+], O=C([O-])[O-], O, [Pd], c1ccc(P(c2ccccc2)c2ccccc2)cc1, c1ccc(P(c2ccccc2)c2ccccc2)cc1, c1ccc(P(c2ccccc2)c2ccccc2)cc1, c1ccc(P(c2ccccc2)c2ccccc2)cc1. Product: CNc1c(-c2ccccc2)c(-c2ccc(C=O)cc2)nc2nccn12. RXN SMILES: [CH3:36][O:37][CH2:38][CH2:39][O:40][CH3:41].[CH:19](=[O:20])[c:21]1[cH:22][cH:23][c:24]([B:27]([OH:28])[OH:29])[cH:25][cH:26]1.[Cl:1][c:2]1[n:3][c:4]2[n:5]([c:6]([NH:14][CH3:15])[c:7]1-[c:8]1[cH:9][cH:10][cH:11][cH:12][cH:13]1)[cH:16][cH:17][n:18]2.[Cl:43][CH2:44][Cl:45].[Na+:30].[Na+:31].[O-:32][C:33](=[O:34])[O-:35].[OH2:42].[Pd:46].[c:104]1([P:105]([c:106]2[cH:107][cH:108][cH:109][cH:110][cH:111]2)[c:112]2[cH:113][cH:114][cH:115][cH:116][cH:117]2)[cH:118][cH:119][cH:120][cH:121][cH:122]1.[c:47]1([P:48]([c:49]2[cH:50][cH:51][cH:52][cH:53][cH:54]2)[c:55]2[cH:56][cH:57][cH:58][cH:59][cH:60]2)[cH:61][cH:62][cH:63][cH:64][cH:65]1.[c:66]1([P:67]([c:68]2[cH:69][cH:70][cH:71][cH:72][cH:73]2)[c:74]2[cH:75][cH:76][cH:77][cH:78][cH:79]2)[cH:80][cH:81][cH:82][cH:83][cH:84]1.[c:85]1([P:86]([c:87]2[cH:88][cH:89][cH:90][cH:91][cH:92]2)[c:93]2[cH:94][cH:95][cH:96][cH:97][cH:98]2)[cH:99][cH:100][cH:101][cH:102][cH:103]1>>[c:2]1(-[c:24]2[cH:23][cH:22][c:21]([CH:19]=[O:20])[cH:26][cH:25]2)[n:3][c:4]2[n:5]([c:6]([NH:14][CH3:15])[c:7]1-[c:8]1[cH:9][cH:10][cH:11][cH:12][cH:13]1)[cH:16][cH:17][n:18]2. Reactants: OO (H2O2), C(CC)C1=NC=CC=C1 (2-n-propylpyridine), [OH-].[Na+] (NaOH). The solvent is C(C)(=O)O (acetic acid), C(C)(=O)O (acetic acid). Conditions: temperature 65 celsius, time 3 hour. Yields the product C(CC)C1=[N+](C=CC=C1)[O-] (2-propylpyridine-N-oxide). As a reaction SMILES: [CH2:1]([C:4]1[CH:9]=[CH:8][CH:7]=[CH:6][N:5]=1)[CH2:2][CH3:3].[OH:10]O.[OH-].[Na+]>C(O)(=O)C>[CH2:1]([C:4]1[CH:9]=[CH:8][CH:7]=[CH:6][N+:5]=1[O-:10])[CH2:2][CH3:3] |f:2.3|. Procedure: 20 ml of 2-n-propylpyridine were dissolved in 60 ml of glacial acetic acid, mixed with 40 ml of H2O2 (30%) and stirred for 16 hours at room temperature and 3 hours at 65° C. The acetic acid was then partly rotated out, the residue was adjusted to pH 8 with NaOH (20%), extracted with dichloromethane and the organic phase rotated in to dryness. 20 g of crude 2-propylpyridine-N-oxide were obtained.